This data is from the Open Reaction Database (ORD), a public repository of structured organic reaction records. The task is: describe an organic reaction: reactants, conditions, products, and yield The reactants are C(=O)=O (CO2), NC(=N)NC(=N)N (biguanide), BrC1=C(C(=CC(=C1)Br)Br)NCC(=O)OCC (Ethyl N-(2,4,6-tribromophenyl)glycinate). The solvent is CO (methanol). Conditions: time 10 minute. The product is NC1=NC(=NC(=N1)N)CNC1=C(C=C(C=C1Br)Br)Br (2,4-Diamino-6-(2',4',6'-tribromoanilinomethyl)-1,3,5-triazine). The yield is 57.0%. Reaction SMILES: [NH2:1][C:2]([NH:4][C:5]([NH2:7])=[NH:6])=[NH:3].C(=O)=O.[Br:11][C:12]1[CH:17]=[C:16]([Br:18])[CH:15]=[C:14]([Br:19])[C:13]=1[NH:20][CH2:21][C:22](OCC)=O>CO>[NH2:6][C:5]1[N:4]=[C:2]([NH2:1])[N:3]=[C:22]([CH2:21][NH:20][C:13]2[C:14]([Br:19])=[CH:15][C:16]([Br:18])=[CH:17][C:12]=2[Br:11])[N:7]=1. Reported procedure: Freshly prepared biguanide (6.1 g, 0.06 mole) in methanol (700 ml) was placed in a flask equipped with a stirrer and a soda lime trap to exclude CO2. IV (25.0 g, 0.06 mole) was added all at once through a powder funnel. After the solution was stirred for 10 min at room temperature, a white precipitate began to form. After being stirred for 7.5 h, the mixture was allowed to stand overnight. The crystals were filtered and washed with fresh methanol. They were then slurried with water (250 ml), fil...